From a dataset of the Open Reaction Database (ORD), a public repository of structured organic reaction records. describe an organic reaction: reactants, conditions, products, and yield Reactants: C(C)(C)(C)OC(=O)N([C@H](C(=O)O)CC1=CC=CC=C1)CC=C ((S)-2-[N-(t-butoxycarbonyl)-allylamino]-3-phenyl-propioic acid), COC1=C(CCN)C=CC=C1 ((2-methoxybenzyl)methylamine), Cl.CN(CCCN=C=NCC)C (1-(3-dimethylaminopropyl)-3-ethylcarbodiimide hydrochloride), ON1N=NC2=C1C=CC=C2 (1-hydroxybenzotriazole), C(C)(C)N(CC)C(C)C (diisopropylethylamine). Run in ClCCl (dichloromethane), C(C)(=O)OCC (ethyl acetate). Yields the product COC1=C(CN(C([C@H](CC2=CC=CC=C2)N(C(=O)OC(C)(C)C)CC=C)=O)C)C=CC=C1 ((S)-N-(2-Methoxybenzyl)-N-methyl- 2-[N'-(t-butoxycarbonyl)-allylamino]-3-phenyl-propionamide). Reaction SMILES: [C:1]([O:5][C:6]([N:8]([CH2:20][CH:21]=[CH2:22])[C@@H:9]([CH2:13][C:14]1[CH:19]=[CH:18][CH:17]=[CH:16][CH:15]=1)[C:10]([OH:12])=O)=[O:7])([CH3:4])([CH3:3])[CH3:2].[CH3:23][O:24][C:25]1[CH:33]=[CH:32][CH:31]=[CH:30][C:26]=1[CH2:27]CN.Cl.[CH3:35][N:36](C)CCCN=C=NCC.ON1C2C=CC=CC=2N=N1.C(N(C(C)C)CC)(C)C>ClCCl.C(OCC)(=O)C>[CH3:23][O:24][C:25]1[CH:33]=[CH:32][CH:31]=[CH:30][C:26]=1[CH2:27][N:36]([CH3:35])[C:10](=[O:12])[C@@H:9]([N:8]([CH2:20][CH:21]=[CH2:22])[C:6]([O:5][C:1]([CH3:2])([CH3:3])[CH3:4])=[O:7])[CH2:13][C:14]1[CH:19]=[CH:18][CH:17]=[CH:16][CH:15]=1 |f:2.3|. Reported procedure: Combine (S)-2-[N-(t-butoxycarbonyl)-allylamino]-3-phenyl-propioic acid (1.59 g, 5.20 mmol), (2-methoxybenzyl)methylamine (0.79 g, 5.20 mmol), 1-(3-dimethylaminopropyl)-3-ethylcarbodiimide hydrochloride (1.12 g, 5.72 mmol), 1-hydroxybenzotriazole (0.38 g, 2.52 mmol ), and diisopropylethylamine (1.34 mL, 6.5 mmol) in dichloromethane (50 mL)and stir for 18 hours. Dilute with ethyl acetate and extract with 1M hydrochloric acid, a saturated aqueous solution of sodium bicarbonate and a saturated aqueo... The reactants are [Br-], O=Cc1ccc(Br)cc1F, [Li]CCCC, C[P+](c1ccccc1)(c1ccccc1)c1ccccc1, C1CCOC1. Yields the product C=Cc1ccc(Br)cc1F. Reaction SMILES: [Br-:16].[Br:6][c:7]1[cH:8][c:9]([F:15])[c:10]([CH:11]=[O:12])[cH:13][cH:14]1.[CH2:1]([Li:2])[CH2:3][CH2:4][CH3:5].[CH3:17][P+:18]([c:19]1[cH:20][cH:21][cH:22][cH:23][cH:24]1)([c:25]1[cH:26][cH:27][cH:28][cH:29][cH:30]1)[c:31]1[cH:32][cH:33][cH:34][cH:35][cH:36]1.[O:37]1[CH2:38][CH2:39][CH2:40][CH2:41]1>>[CH2:1]=[CH:11][c:10]1[c:9]([F:15])[cH:8][c:7]([Br:6])[cH:14][cH:13]1. Reactants: C(C(=O)Cl)(=O)Cl (oxalyl chloride), CN(C)C=O (DMF), C(C(=O)Cl)(=O)Cl (oxalyl chloride), C(CCC)C1=C(C=CC(=S)O)C=CC=C1 (2-n-butylthiocinnamic acid). Run in C(Cl)Cl (Methylene chloride). Reaction conditions: time 2 hour. Yields the product C(CCC)C1=C(C=CC(=S)Cl)C=CC=C1 (2-n-butylthiocinnamic acid chloride). RXN SMILES: [CH2:1]([C:5]1[CH:15]=[CH:14][CH:13]=[CH:12][C:6]=1[CH:7]=[CH:8][C:9](O)=[S:10])[CH2:2][CH2:3][CH3:4].CN(C=O)C.C(Cl)(=O)C([Cl:24])=O>C(Cl)Cl>[CH2:1]([C:5]1[CH:15]=[CH:14][CH:13]=[CH:12][C:6]=1[CH:7]=[CH:8][C:9]([Cl:24])=[S:10])[CH2:2][CH2:3][CH3:4]. Procedure details: Methylene chloride (564 ml) is added to 2-n-butylthiocinnamic acid (40.0 g, 0.69 mol) and cooled in an ice bath. To the mixture is added DMF (13.1 ml, 0.169 mol) and then oxalyl chloride (34.0 ml, 0.389 mol) dropwise with the vigorous evolution of gas. After the oxalyl chloride addition is complete, the ice bath is removed and the reaction stirred at room temperature for 2 hours to afford 2-n-butylthiocinnamic acid chloride. Methylhydroxylamine hydrochloride salt (56.5 g, 0.677 mol) is dissolved... Reactants: dihydrobromide, Br.Br.NCC1=CC=C(C(=O)NC=2C=NC=CC2)C=C1 (4-(Aminomethyl)-N-(3-pyridinyl)benzamide dihydrobromide). Run in N (ammonia). Yields the product NCC1=CC=C(C(=O)NC=2C=NC=CC2)C=C1 (4-(Aminomethyl)-N-(3-pyridinyl)benzamide). RXN SMILES: Br.Br.[NH2:3][CH2:4][C:5]1[CH:19]=[CH:18][C:8]([C:9]([NH:11][C:12]2[CH:13]=[N:14][CH:15]=[CH:16][CH:17]=2)=[O:10])=[CH:7][CH:6]=1>N>[NH2:3][CH2:4][C:5]1[CH:6]=[CH:7][C:8]([C:9]([NH:11][C:12]2[CH:13]=[N:14][CH:15]=[CH:16][CH:17]=2)=[O:10])=[CH:18][CH:19]=1 |f:0.1.2|. Procedure: A suspension of dihydrobromide salt 32 (1 mmol) in dilute aqueous ammonia solution (50 mL) was extracted into CHCl3 (3×50 mL), the organic fraction dried and the solvent evaporated to give crude benzamide 33 which was used directly. Starting materials: C(C)(=O)O[C@@H]1[C@H]([C@@H]([C@H]([C@@H]([C@H]1C1=CC(=C(C=C1)Cl)CC1=CC=C(C=C1)C(C)=O)OC(C)=O)COC(C)=O)OC(C)=O)OC(C)=O ((1S,2R,3R,4S,5R,6R)-4-(acetoxymethyl)-6-(3-(4-acetylbenzyl)-4-chlorophenyl)cyclohexane-1,2,3,5-tetrayl tetraacetate), [BH4-].[Na+] (sodium borohydride). Product: ClC1=C(C=C(C=C1)[C@H]1[C@@H]([C@H]([C@@H]([C@H]([C@@H]1O)CO)O)O)O)CC1=CC=C(C=C1)C(C)O ((1R,2R,3S,4R,5R,6S)-4-(4-chloro-3-(4-(1-hydroxyethyl)benzyl)phenyl)-6-(hydroxymethyl)cyclohexane-1,2,3,5-tetraol). Reaction SMILES: C([O:4][C@H:5]1[C@H:10]([C:11]2[CH:16]=[CH:15][C:14]([Cl:17])=[C:13]([CH2:18][C:19]3[CH:24]=[CH:23][C:22]([C:25](=[O:27])[CH3:26])=[CH:21][CH:20]=3)[CH:12]=2)[C@@H:9]([O:28]C(=O)C)[C@H:8]([CH2:32][O:33]C(=O)C)[C@@H:7]([O:37]C(=O)C)[C@@H:6]1[O:41]C(=O)C)(=O)C.[BH4-].[Na+]>>[Cl:17][C:14]1[CH:15]=[CH:16][C:11]([C@@H:10]2[C@@H:9]([OH:28])[C@H:8]([CH2:32][OH:33])[C@@H:7]([OH:37])[C@H:6]([OH:41])[C@H:5]2[OH:4])=[CH:12][C:13]=1[CH2:18][C:19]1[CH:20]=[CH:21][C:22]([CH:25]([OH:27])[CH3:26])=[CH:23][CH:24]=1 |f:1.2|. Reported procedure: Compound 40 was prepared by reduction of (1S,2R,3R,4S,5R,6R)-4-(acetoxymethyl)-6-(3-(4-acetylbenzyl)-4-chlorophenyl)cyclohexane-1,2,3,5-tetrayl tetraacetate (38) with excess sodium borohydride and purification by preparative HPLC to give 0.6 mg of a clear film. MS (ESI+): 445 [M+Na]+, (ESI−): 467 [M+HCOO]−.